From a dataset of the Open Reaction Database (ORD), a public repository of structured organic reaction records. describe an organic reaction: reactants, conditions, products, and yield Reactants: ClC1=NC=C(C=C1)CCl (2-chloro-5-(chloromethyl)pyridine), Cl.N1CCC1 (azetidine-hydrochloride), C([O-])([O-])=O.[K+].[K+] (potassium carbonate). Run in C(C)#N (acetonitrile). Conditions: temperature 80 celsius. The product is ClC1=CC=C(C=N1)CN1CCC1 (1-(6-Chloro-pyridin-3-ylmethyl)-azetidine). Yield: 52.1%. RXN SMILES: [Cl:1][C:2]1[CH:7]=[CH:6][C:5]([CH2:8]Cl)=[CH:4][N:3]=1.Cl.[NH:11]1[CH2:14][CH2:13][CH2:12]1.C(=O)([O-])[O-].[K+].[K+]>C(#N)C>[Cl:1][C:2]1[N:3]=[CH:4][C:5]([CH2:8][N:11]2[CH2:14][CH2:13][CH2:12]2)=[CH:6][CH:7]=1 |f:1.2,3.4.5|. Reported procedure: To a solution of 2-chloro-5-(chloromethyl)pyridine (0.34 g, 2.1 mmole) in 4 mL of dry acetonitrile is 389 mg (4.14 mmol) of azetidine-hydrochloride followed by 572 mg (4.14 mmol) of potassium carbonate. The reaction is heated at 80° C. for 3 h. After cooling, the reaction mixture is quenched with 5 mL of water, extracted three-times with methylene chloride, and dried over sodium sulfate. Concentration of the solvent provided an oil which was purified by silica gel chromatography to provide 200 m...